From a dataset of the Open Reaction Database (ORD), a public repository of structured organic reaction records. describe an organic reaction: reactants, conditions, products, and yield The reactants are NCCCCN1C=NC=2C(=NC=3C=CC=CC3C21)N (1-(4-aminobutyl)-1H-imidazo[4,5-c]quinolin-4-amine), C(#N)C=1C=C(C(=O)Cl)C=CC1 (3-cyanobenzoyl chloride). Yields the product NC1=NC=2C=CC=CC2C2=C1N=CN2CCCCNC(C2=CC(=CC=C2)C#N)=O (N1-[4-(4-amino-1H-imidazo[4,5-c]quinolin-1-yl)butyl]-3-cyanobenzamide). RXN SMILES: [NH2:1][CH2:2][CH2:3][CH2:4][CH2:5][N:6]1[C:18]2[C:17]3[CH:16]=[CH:15][CH:14]=[CH:13][C:12]=3[N:11]=[C:10]([NH2:19])[C:9]=2[N:8]=[CH:7]1.[C:20]([C:22]1[CH:23]=[C:24]([CH:28]=[CH:29][CH:30]=1)[C:25](Cl)=[O:26])#[N:21]>>[NH2:19][C:10]1[C:9]2[N:8]=[CH:7][N:6]([CH2:5][CH2:4][CH2:3][CH2:2][NH:1][C:25](=[O:26])[C:24]3[CH:28]=[CH:29][CH:30]=[C:22]([C:20]#[N:21])[CH:23]=3)[C:18]=2[C:17]2[CH:16]=[CH:15][CH:14]=[CH:13][C:12]=2[N:11]=1. Procedure details: According to the general method of Example 14, 1-(4-aminobutyl)-1H-imidazo[4,5-c]quinolin-4-amine and 3-cyanobenzoyl chloride were combined to provide N1-[4-(4-amino-1H-imidazo[4,5-c]quinolin-1-yl)butyl]-3-cyanobenzamide as a white crystalline solid, m.p. 200.0-201.0° C. (decomposition). 1H NMR (300 MHz, DMSO-d6) δ 8.68 (t, J=5.7 Hz, 1H), 8.22 (s, 1H), 8.17 (t, J=1.8 Hz, 1H), 8.10-7.97 (m, 3H), 7.69-7.60 (m, 2H), 7.42 (dt, J=7.5, 1.2 Hz, 1H), 7.20 (dt, J=7.5, 1.5 Hz, 1H), 6.62 (s, 2H), 4.63 (t, ... The reactants are C(C)OC(CSC1=CN=C(S1)NC(=O)N(CCC(C)C)C1=CC(=CC=C1)NC(C)=O)=O ({2-[3-(3-acetylamino-phenyl)-3-(3-methyl-butyl)-ureido]-thiazol-5-ylsulfanyl}-acetic acid ethyl ester), C(C)OC(CSC1=CN=C(S1)N)=O ((2-amino-thiazol-5-ylsulfanyl)acetic acid ethyl ester), C1(CCCC1)CN(C(NC=1SC=C(N1)CC(=O)O)=O)C1=CC(=C(C=C1)F)F ({2-[3-cyclopentylmethyl-3-(3,4-difluoro-phenyl)-ureido]-thiazol-4-yl}-acetic acid), NC=1C=C(C=CC1)NC(C)=O (N-(3-amino-phenyl)-acetamide). Run in CC(CCO)C (3-methylbutanol). Yields the product C(C)(=O)NC=1C=C(C=CC1)N(C(NC=1SC(=CN1)SCC(=O)O)=O)CCC(C)C ({2-[3-(3-Acetylamino-phenyl)-3-(3-methyl-butyl)-ureido]-thiazol-5-ylsulfanyl}-acetic acid). Reaction SMILES: C([O:3][C:4](=[O:31])[CH2:5][S:6][C:7]1[S:11][C:10]([NH:12][C:13]([N:15]([C:21]2[CH:26]=[CH:25][CH:24]=[C:23]([NH:27][C:28](=[O:30])[CH3:29])[CH:22]=2)[CH2:16][CH2:17][CH:18]([CH3:20])[CH3:19])=[O:14])=[N:9][CH:8]=1)C.C1(CN(C2C=CC(F)=C(F)C=2)C(=O)NC2SC=C(CC(O)=O)N=2)CCCC1.NC1C=C(NC(=O)C)C=CC=1.C(OC(=O)CSC1SC(N)=NC=1)C>CC(C)CCO>[C:28]([NH:27][C:23]1[CH:22]=[C:21]([N:15]([CH2:16][CH2:17][CH:18]([CH3:20])[CH3:19])[C:13](=[O:14])[NH:12][C:10]2[S:11][C:7]([S:6][CH2:5][C:4]([OH:31])=[O:3])=[CH:8][N:9]=2)[CH:26]=[CH:25][CH:24]=1)(=[O:30])[CH3:29]. Procedure: The title compound was prepared via {2-[3-(3-acetylamino-phenyl)-3-(3-methyl-butyl)-ureido]-thiazol-5-ylsulfanyl}-acetic acid ethyl ester in a similar manner as described for the synthesis of {2-[3-cyclopentylmethyl-3-(3,4-difluoro-phenyl)-ureido]-thiazol-4-yl}-acetic acid, using N-(3-amino-phenyl)-acetamide, 3-methylbutanol and (2-amino-thiazol-5-ylsulfanyl)acetic acid ethyl ester. As a reaction SMILES: [CH3:15][N:16]([CH3:17])[CH:18]=[N:19][S:20](=[O:21])(=[O:22])[c:23]1[c:24](-[c:29]2[cH:30][cH:31][c:32]([CH2:35][Br:36])[cH:33][cH:34]2)[cH:25][cH:26][cH:27][cH:28]1.[Cl:1][c:2]1[n:3][c:4](-[c:9]2[cH:10][cH:11][cH:12][cH:13][cH:14]2)[nH:5][c:6]1[CH:7]=[O:8].[K+:37].[K+:38].[O-:39][C:40]([O-:41])=[O:42].[O:44]=[CH:45][N:46]([CH3:47])[CH3:48].[OH2:43]>>[Cl:1][c:2]1[n:3][c:4](-[c:9]2[cH:10][cH:11][cH:12][cH:13][cH:14]2)[n:5]([CH2:35][c:32]2[cH:31][cH:30][c:29](-[c:24]3[c:23]([S:20]([N:19]=[CH:18][N:16]([CH3:15])[CH3:17])(=[O:21])=[O:22])[cH:28][cH:27][cH:26][cH:25]3)[cH:34][cH:33]2)[c:6]1[CH:7]=[O:8]. Product: CN(C)C=NS(=O)(=O)c1ccccc1-c1ccc(Cn2c(-c3ccccc3)nc(Cl)c2C=O)cc1. The reactants are CN(C)C=NS(=O)(=O)c1ccccc1-c1ccc(CBr)cc1, O=Cc1[nH]c(-c2ccccc2)nc1Cl, [K+], [K+], O=C([O-])[O-], CN(C)C=O, O. Procedure: A solution of tert-butyl piperazine-1-carboxylate (10.8 g, 1.2 eq, 58.0 mmol) and oxetan-3-one (3.5 g, 1.0 eq, 14 mmol) in 1,2-dichloroethane (100 mL) was stirred at room temperature. Sodium triacetoxyborohydride (16.4 g, 1.6 eq, 77.3 mmol) was added in portions to the above solution and the heterogeneous mixture was stirred at room temperature overnight. The reaction mixture was diluted with CH2Cl2 (200 mL) and pardoned with aqueous saturated NaHCO3 solution (100 mL). The layers were separated ... The solvent is ClCCCl (1,2-dichloroethane), C(Cl)Cl (CH2Cl2). As a reaction SMILES: [N:1]1([C:7]([O:9][C:10]([CH3:13])([CH3:12])[CH3:11])=[O:8])[CH2:6][CH2:5][NH:4][CH2:3][CH2:2]1.[O:14]1[CH2:17][C:16](=O)[CH2:15]1.C(O[BH-](OC(=O)C)OC(=O)C)(=O)C.[Na+].C([O-])(O)=O.[Na+]>ClCCCl.C(Cl)Cl>[O:14]1[CH2:17][CH:16]([N:4]2[CH2:5][CH2:6][N:1]([C:7]([O:9][C:10]([CH3:13])([CH3:12])[CH3:11])=[O:8])[CH2:2][CH2:3]2)[CH2:15]1 |f:2.3,4.5|. Yield: 84.0%. Reaction conditions: time 8 hour. The product is O1CC(C1)N1CCN(CC1)C(=O)OC(C)(C)C (tert-butyl 4-(oxetan-3-yl)piperazine-1-carboxylate). The reactants are C(C)(=O)O[BH-](OC(C)=O)OC(C)=O.[Na+] (Sodium triacetoxyborohydride), C(=O)(O)[O-].[Na+] (NaHCO3), N1(CCNCC1)C(=O)OC(C)(C)C (tert-butyl piperazine-1-carboxylate), O1CC(C1)=O (oxetan-3-one). Starting materials: O=C([O-])[O-], O=C(Cl)c1ccccc1, CC(C)(C)OC(=O)CN(c1ccc2c(c1)CCN2)S(=O)(=O)c1cc(Cl)cc(Cl)c1, ClCCl, [K+], [K+], O. The product is CC(C)(C)OC(=O)CN(c1ccc2c(c1)CCN2C(=O)c1ccccc1)S(=O)(=O)c1cc(Cl)cc(Cl)c1. RXN SMILES: [C:30](=[O:31])([O-:32])[O-:33].[C:36]([c:37]1[cH:38][cH:39][cH:40][cH:41][cH:42]1)(=[O:43])[Cl:44].[Cl:1][c:2]1[cH:3][c:4]([S:9](=[O:10])(=[O:11])[N:12]([c:13]2[cH:14][c:15]3[c:19]([cH:20][cH:21]2)[NH:18][CH2:17][CH2:16]3)[CH2:22][C:23](=[O:24])[O:25][C:26]([CH3:27])([CH3:28])[CH3:29])[cH:5][c:6]([Cl:8])[cH:7]1.[Cl:46][CH2:47][Cl:48].[K+:34].[K+:35].[OH2:45]>>[Cl:1][c:2]1[cH:3][c:4]([S:9](=[O:10])(=[O:11])[N:12]([c:13]2[cH:14][c:15]3[c:19]([cH:20][cH:21]2)[N:18]([C:36]([c:37]2[cH:38][cH:39][cH:40][cH:41][cH:42]2)=[O:43])[CH2:17][CH2:16]3)[CH2:22][C:23](=[O:24])[O:25][C:26]([CH3:27])([CH3:28])[CH3:29])[cH:5][c:6]([Cl:8])[cH:7]1.